Dataset: the Open Reaction Database (ORD), a public repository of structured organic reaction records. Task: describe an organic reaction: reactants, conditions, products, and yield Reactants: COC1=CN=C2C(=CC=NC2=C1)NCC1=NN=C2N1N=C(C=C2)C#C[Si](CC)(CC)CC (7-methoxy-N-((6-(2-(triethylsilyl)ethynyl)-[1,2,4]triazolo[4,3-b]pyridazin-3-yl)methyl)-1,5-naphthyridin-4-amine), CCCC[N+](CCCC)(CCCC)CCCC.[F-] (TBAF), CCCC[N+](CCCC)(CCCC)CCCC.[F-] (TBAF). The solvent is C(C)(=O)O (acetic acid). Run at time 8 hour. Product: C(#C)C=1C=CC=2N(N1)C(=NN2)CNC2=CC=NC1=CC(=CN=C21)OC (N-((6-ethynyl-[1,2,4]triazolo[4,3-b]pyridazin-3-yl)methyl)-7-methoxy-1,5-naphthyridin-4-amine). As a reaction SMILES: [CH3:1][O:2][C:3]1[CH:12]=[C:11]2[C:6]([C:7]([NH:13][CH2:14][C:15]3[N:19]4[N:20]=[C:21]([C:24]#[C:25][Si](CC)(CC)CC)[CH:22]=[CH:23][C:18]4=[N:17][N:16]=3)=[CH:8][CH:9]=[N:10]2)=[N:5][CH:4]=1.CCCC[N+](CCCC)(CCCC)CCCC.[F-]>C(O)(=O)C>[C:24]([C:21]1[CH:22]=[CH:23][C:18]2[N:19]([C:15]([CH2:14][NH:13][C:7]3[C:6]4[C:11](=[CH:12][C:3]([O:2][CH3:1])=[CH:4][N:5]=4)[N:10]=[CH:9][CH:8]=3)=[N:16][N:17]=2)[N:20]=1)#[CH:25] |f:1.2|. Reported procedure: To a solution of 7-methoxy-N-((6-(2-(triethylsilyl)ethynyl)-[1,2,4]triazolo[4,3-b]pyridazin-3-yl)methyl)-1,5-naphthyridin-4-amine (0.360 g, 0.808 mmol) in acetic acid (8 mL) was added TBAF (1.21 ml, 1.21 mmol). The mixture was stirred at room temperature overnight, additional TBAF (1.21 ml, 1.21 mmol) was added and the mixture was heated to 50° C. for five hours. The mixture was concentrated and purified via MPLC (eluted with 0-10% (1:10:90 NH4OH:MeOH:DCM) in dichloromethane) to yield the produc...